This data is from the Open Reaction Database (ORD), a public repository of structured organic reaction records. The task is: describe an organic reaction: reactants, conditions, products, and yield The reactants are NC=1N=CC(=NC1)C1=CC=C(C=C1F)C1=C(C=CC=C1)OCC(=O)OC (methyl 2-(4′-(5-aminopyrazin-2-yl)-5′-fluorobiphenyl-2-yloxy)acetate), O[Li].O (LiOH.H2O), O (H2O). Solvent: C1CCOC1 (THF). Run at time 14 hour. Product: NC=1N=CC(=NC1)C1=C(C=C(C=C1)C1=C(C=CC=C1)OCC(=O)O)F ({[4′-(5-Aminopyrazin-2-yl)-3′-fluorobiphenyl-2-yl]oxy}acetic acid). Isolated yield 84.2%. As a reaction SMILES: [NH2:1][C:2]1[N:3]=[CH:4][C:5]([C:8]2[C:13]([F:14])=[CH:12][C:11]([C:15]3[CH:20]=[CH:19][CH:18]=[CH:17][C:16]=3[O:21][CH2:22][C:23]([O:25]C)=[O:24])=[CH:10][CH:9]=2)=[N:6][CH:7]=1.O[Li].O.O>C1COCC1>[NH2:1][C:2]1[N:3]=[CH:4][C:5]([C:8]2[CH:9]=[CH:10][C:11]([C:15]3[CH:20]=[CH:19][CH:18]=[CH:17][C:16]=3[O:21][CH2:22][C:23]([OH:25])=[O:24])=[CH:12][C:13]=2[F:14])=[N:6][CH:7]=1 |f:1.2|. Procedure: To a solution of methyl 2-(4′-(5-aminopyrazin-2-yl)-5′-fluorobiphenyl-2-yloxy)acetate (50 mg, 0.14 mmol) in THF (2 mL) were added LiOH.H2O (63 mg, 1.5 mmol) and H2O (2 mL). The mixture was stirred at rt for 14 hours. The THF was removed under reduced pressure, and the residue diluted with 15 mL of water, washed with DCM (5 mL×2), and then acidified with 1 N HCl to pH=7. The precipitate was collected and washed with water and dried under high vacuum to give the title compound (40 mg, 95% yield). ... The reactants are C(C)(C)N1N=CN=C1C=1N=C2N(CCOC3=C2C=CC(=C3)B3OC(C(O3)(C)C)(C)C)C1 (2-(1-Isopropyl-1H-1,2,4-triazol-5-yl)-9-(4,4,5,5-tetramethyl-1,3,2-dioxaborolan-2-yl)-5,6-dihydrobenzo[f]imidazo[1,2-d][1,4]oxazepine), BrC=1N=CN(C1)CC(C)(O)C (1-(4-bromo-1H-imidazol-1-yl)-2-methylpropan-2-ol), BrC1=CN=CN1CC(C)(O)C (1-(5-bromo-1H-imidazol-1-yl)-2-methylpropan-2-ol), COCCOC (1,2-dimethoxyethane), C([O-])([O-])=O.[Cs+].[Cs+] (Cesium carbonate), O (water). The reagents and catalysts are C1=CC=C(C=C1)P([C-]2C=CC=C2)C3=CC=CC=C3.C1=CC=C(C=C1)P([C-]2C=CC=C2)C3=CC=CC=C3.Cl[Pd]Cl.[Fe+2] (1,1′-Bis(diphenylphosphino)ferrocenepalladium(II)chloride). Yields the product C(C)(C)N1N=CN=C1C=1N=C2N(CCOC3=C2C=CC(=C3)C=3N=CN(C3)CC(C)(O)C)C1 (1-(4-(2-(1-isopropyl-1H-1,2,4-triazol-5-yl)-5,6-dihydrobenzo[f]imidazo[1,2-d][1,4]oxazepin-9-yl)-1H-imidazol-1-yl)-2-methylpropan-2-ol). Yield: 12.0%. As a reaction SMILES: [CH:1]([N:4]1[C:8]([C:9]2[N:10]=[C:11]3[C:17]4[CH:18]=[CH:19][C:20](B5OC(C)(C)C(C)(C)O5)=[CH:21][C:16]=4[O:15][CH2:14][CH2:13][N:12]3[CH:31]=2)=[N:7][CH:6]=[N:5]1)([CH3:3])[CH3:2].Br[C:33]1[N:34]=[CH:35][N:36]([CH2:38][C:39]([CH3:42])([OH:41])[CH3:40])[CH:37]=1.BrC1N(CC(C)(O)C)C=NC=1.COCCOC.C(=O)([O-])[O-].[Cs+].[Cs+].O>C1C=CC(P(C2C=CC=CC=2)[C-]2C=CC=C2)=CC=1.C1C=CC(P(C2C=CC=CC=2)[C-]2C=CC=C2)=CC=1.Cl[Pd]Cl.[Fe+2]>[CH:1]([N:4]1[C:8]([C:9]2[N:10]=[C:11]3[C:17]4[CH:18]=[CH:19][C:20]([C:33]5[N:34]=[CH:35][N:36]([CH2:38][C:39]([CH3:42])([OH:41])[CH3:40])[CH:37]=5)=[CH:21][C:16]=4[O:15][CH2:14][CH2:13][N:12]3[CH:31]=2)=[N:7][CH:6]=[N:5]1)([CH3:3])[CH3:2] |f:4.5.6,8.9.10.11|. Procedure details: 2-(1-Isopropyl-1H-1,2,4-triazol-5-yl)-9-(4,4,5,5-tetramethyl-1,3,2-dioxaborolan-2-yl)-5,6-dihydrobenzo[f]imidazo[1,2-d][1,4]oxazepine (113 mg, 0.268 mmol), 1-(4-bromo-1H-imidazol-1-yl)-2-methylpropan-2-ol and 1-(5-bromo-1H-imidazol-1-yl)-2-methylpropan-2-ol (88.14 mg, 0.40 mmol), 1,1′-Bis(diphenylphosphino)ferrocenepalladium(II)chloride (21.90 mg, 0.027 mmol), 1,2-dimethoxyethane (3.0 mL, 29 mmol), and 1 M Cesium carbonate in water (0.54 mL, 0.5 mmol) were mixed in a microwave vial and microwave... As a reaction SMILES: [C:1]([NH:4][C:5]1[CH:14]=[CH:13][CH:12]=[C:11]2[C:6]=1[CH2:7][CH2:8][C:9](=O)[CH2:10]2)(=[O:3])[CH3:2].[ClH:16].[CH2:17]([NH2:23])[C:18]1[O:22][CH:21]=[CH:20][CH:19]=1>>[ClH:16].[C:1]([NH:4][C:5]1[CH:14]=[CH:13][CH:12]=[C:11]2[C:6]=1[CH2:7][CH2:8][CH:9]([NH:23][CH2:17][C:18]1[O:22][CH:21]=[CH:20][CH:19]=1)[CH2:10]2)(=[O:3])[CH3:2] |f:1.2,3.4|. Reported procedure: Starting from 2.03 g (0.01 mol) of 5-acetylamino-2-tetralone and 4.0 g (0.03 mol) of furfurylaminehydrochloride the title compound is obtained analogously to Example 4.1.11 in a yield of 2.1 g (65.4% of theory) and with a melting point of 296° C., which does not change after recrystallisation from methanol/ether. Yields the product Cl.C(C)(=O)NC1=C2CCC(CC2=CC=C1)NCC1=CC=CO1 (5-Acetylamino-2-furfurylamino-tetraline-hydrochloride). Starting materials: C(C)(=O)NC1=C2CCC(CC2=CC=C1)=O (5-acetylamino-2-tetralone), Cl.C(C1=CC=CO1)N (furfurylaminehydrochloride). Starting materials: COC(C1=CC=C(C(=O)O)C=C1)=O (Terephthalic acid mono methyl ester), N1=CC=CC=C1 (pyridine), S(=O)(Cl)Cl (thionyl chloride), Cl (hydrochloride), N1=CC=CC=C1 (pyridine). The solvent is N#N (N2), CCCCCC.C(C)(=O)O (hexane acetic acid). Conditions: time 1 hour. Product: C(C#C)NC(=O)C1=CC=C(C(=O)OC)C=C1 (Methyl 4-[(2-propynylamino)carbonyl]benzoate). As a reaction SMILES: [CH3:1][O:2][C:3](=[O:13])[C:4]1[CH:12]=[CH:11][C:7]([C:8]([OH:10])=O)=[CH:6][CH:5]=1.S(Cl)(Cl)=O.Cl.[N:19]1C=C[CH:22]=[CH:21][CH:20]=1>N#N.CCCCCC.C(O)(=O)C>[CH2:20]([NH:19][C:8]([C:7]1[CH:6]=[CH:5][C:4]([C:3]([O:2][CH3:1])=[O:13])=[CH:12][CH:11]=1)=[O:10])[C:21]#[CH:22] |f:5.6|. Procedure: Terephthalic acid mono methyl ester (0.775 g) was dissolved in dry pyridine (10 ml) in a N2 atmosphere. The solution was cooled in an ice-water bath, and thionyl chloride (0.44 ml) was added dropwise. The mixture was warmed to room temperature and was stirred for 1 h to give a pale brown suspension. The mixture was re-cooled in an ice-water bath, and a suspension of proparglyamine hydrochloride (413 mg) in pyridine was added rapidly. The mixture was warmed to room temperature and was stirred for... Reaction SMILES: [CH2:41]([N:42]=[C:43]=[N:44][CH2:45][CH2:46][CH2:47][N:48]([CH3:49])[CH3:50])[CH3:51].[CH3:62][C:63]#[N:64].[ClH:40].[F:26][c:27]1[cH:28][cH:29][c:30]([C:37](=[O:38])[OH:39])[c:31]2[cH:32][cH:33][cH:34][cH:35][c:36]12.[NH2:1][CH:2]([CH:3]([OH:4])[c:5]1[cH:6][cH:7][c:8]([F:11])[cH:9][cH:10]1)[CH2:12][c:13]1[cH:14][cH:15][c:16]([O:19][c:20]2[cH:21][cH:22][cH:23][cH:24][cH:25]2)[cH:17][cH:18]1.[OH2:65].[OH:52][n:53]1[c:54]2[cH:55][cH:56][cH:57][cH:58][c:59]2[n:60][n:61]1>>[NH:1]([CH:2]([CH:3]([OH:4])[c:5]1[cH:6][cH:7][c:8]([F:11])[cH:9][cH:10]1)[CH2:12][c:13]1[cH:14][cH:15][c:16]([O:19][c:20]2[cH:21][cH:22][cH:23][cH:24][cH:25]2)[cH:17][cH:18]1)[C:37]([c:30]1[cH:29][cH:28][c:27]([F:26])[c:36]2[c:31]1[cH:32][cH:33][cH:34][cH:35]2)=[O:38]. The reactants are CCN=C=NCCCN(C)C, CC#N, Cl, O=C(O)c1ccc(F)c2ccccc12, NC(Cc1ccc(Oc2ccccc2)cc1)C(O)c1ccc(F)cc1, O, On1nnc2ccccc21. Yields the product O=C(NC(Cc1ccc(Oc2ccccc2)cc1)C(O)c1ccc(F)cc1)c1ccc(F)c2ccccc12.